From a dataset of the Open Reaction Database (ORD), a public repository of structured organic reaction records. describe an organic reaction: reactants, conditions, products, and yield Starting materials: CCOC(C)=O, ClCCl, CC(CS(=O)(=O)Cl)C(=O)OCc1ccccc1, N. Yields the product CC(CS(N)(=O)=O)C(=O)OCc1ccccc1. Reaction SMILES: [CH3:22][CH2:23][O:24][C:25](=[O:26])[CH3:27].[Cl:19][CH2:20][Cl:21].[Cl:1][S:2](=[O:3])(=[O:4])[CH2:5][CH:6]([C:7](=[O:8])[O:9][CH2:10][c:11]1[cH:12][cH:13][cH:14][cH:15][cH:16]1)[CH3:17].[NH3:18]>>[S:2](=[O:3])(=[O:4])([CH2:5][CH:6]([C:7](=[O:8])[O:9][CH2:10][c:11]1[cH:12][cH:13][cH:14][cH:15][cH:16]1)[CH3:17])[NH2:18]. Reactants: ClCCl, CC=C=CCOc1ccc(S(=O)(=O)N2CCSC(C)(C)C2C(=O)OC(C)(C)C)cc1, O=C(O)C(F)(F)F. Yields the product CC=C=CCOc1ccc(S(=O)(=O)N2CCSC(C)(C)C2C(=O)O)cc1. Reaction SMILES: [CH2:38]([Cl:39])[Cl:40].[CH3:1][C:2]1([CH3:30])[S:3][CH2:4][CH2:5][N:6]([S:15](=[O:16])(=[O:17])[c:18]2[cH:19][cH:20][c:21]([O:24][CH2:25][CH:26]=[C:27]=[CH:28][CH3:29])[cH:22][cH:23]2)[CH:7]1[C:8](=[O:9])[O:10][C:11]([CH3:12])([CH3:13])[CH3:14].[OH:31][C:32]([C:33]([F:34])([F:35])[F:36])=[O:37]>>[CH3:1][C:2]1([CH3:30])[S:3][CH2:4][CH2:5][N:6]([S:15](=[O:16])(=[O:17])[c:18]2[cH:19][cH:20][c:21]([O:24][CH2:25][CH:26]=[C:27]=[CH:28][CH3:29])[cH:22][cH:23]2)[CH:7]1[C:8](=[O:9])[OH:10]. Reported procedure: 3-{3-[4-(2-Hydroxy-ethyl)-piperazin-1-yl]- propyl}-4,5,6,7-tetrahydro-1H-indole-2-carbaldehyde (64 mg, 0.2 mmol), prepared by following the procedure described for 3-[3-(4-hydroxy-piperidin-1-yl)- propyl]-4,5,6,7-tetrahydro-1H-indole-2-carbaldehyde (example 20), was condensed with 5-ethylsulfonyloxindole (Example 5) (69 mg, 0.2 mmol, 65%pure). The reaction solution was purified by flash chromatography, eluting with dichloromethane/methanol (20/1, 15/1 then 10/1) to provide 63 mg of the desired c... As a reaction SMILES: [OH:1][CH2:2][CH2:3][N:4]1[CH2:9][CH2:8][N:7]([CH2:10][CH2:11][CH2:12][C:13]2[C:21]3[CH2:20][CH2:19][CH2:18][CH2:17][C:16]=3[NH:15][C:14]=2[CH:22]=O)[CH2:6][CH2:5]1.OC1CCN(CCCC2C3CCCCC=3NC=2C=O)CC1.[CH2:45]([S:47]([C:50]1[CH:51]=[C:52]2[C:56](=[CH:57][CH:58]=1)[NH:55][C:54](=[O:59])[CH2:53]2)(=[O:49])=[O:48])[CH3:46]>>[CH2:45]([S:47]([C:50]1[CH:51]=[C:52]2[C:56](=[CH:57][CH:58]=1)[NH:55][C:54](=[O:59])/[C:53]/2=[CH:22]\[C:14]1[NH:15][C:16]2[CH2:17][CH2:18][CH2:19][CH2:20][C:21]=2[C:13]=1[CH2:12][CH2:11][CH2:10][N:7]1[CH2:6][CH2:5][N:4]([CH2:3][CH2:2][OH:1])[CH2:9][CH2:8]1)(=[O:48])=[O:49])[CH3:46]. Product: C(C)S(=O)(=O)C=1C=C2/C(/C(NC2=CC1)=O)=C/C=1NC=2CCCCC2C1CCCN1CCN(CC1)CCO (5-ethanesulfonyl-3-[1-(3-{3-[4-(2-hydroxy-ethyl)-piperazin-1-yl]-propyl}-4,5,6,7-tetrahydro-1H-indol-2-yl)-meth-(Z)-ylidene]-1,3-dihydro-indol-2-one). The reactants are OCCN1CCN(CC1)CCCC1=C(NC=2CCCCC12)C=O (3-{3-[4-(2-Hydroxy-ethyl)-piperazin-1-yl]- propyl}-4,5,6,7-tetrahydro-1H-indole-2-carbaldehyde), OC1CCN(CC1)CCCC1=C(NC=2CCCCC12)C=O (3-[3-(4-hydroxy-piperidin-1-yl)- propyl]-4,5,6,7-tetrahydro-1H-indole-2-carbaldehyde), C(C)S(=O)(=O)C=1C=C2CC(NC2=CC1)=O (5-ethylsulfonyloxindole). The yield is 59.8%. Reactants: solid, COC=1C=CC=C2CCC(C12)NC1=NC(=NC=C1C(=O)[O-])SC (4-(7-methoxy-2,3-dihydro-1H-inden-1-ylamino)-2-(methylthio)pyrimidine-5-carboxylate), [H-].[Al+3].[Li+].[H-].[H-].[H-] (lithium aluminum hydride). Solvent: O1CCCC1 (tetrahydrofuran), O1CCCC1 (tetrahydrofuran). Conditions: time 18 hour. Product: COC=1C=CC=C2CCC(C12)NC1=NC(=NC=C1CO)SC ((4-(7-methoxy-2,3-dihydro-1H-inden-1-ylamino)-2-(methylthio)pyrimidin-5-yl)methanol). Reaction SMILES: [CH3:1][O:2][C:3]1[CH:4]=[CH:5][CH:6]=[C:7]2[C:11]=1[CH:10]([NH:12][C:13]1[C:18]([C:19]([O-])=[O:20])=[CH:17][N:16]=[C:15]([S:22][CH3:23])[N:14]=1)[CH2:9][CH2:8]2.[H-].[Al+3].[Li+].[H-].[H-].[H-]>O1CCCC1>[CH3:1][O:2][C:3]1[CH:4]=[CH:5][CH:6]=[C:7]2[C:11]=1[CH:10]([NH:12][C:13]1[C:18]([CH2:19][OH:20])=[CH:17][N:16]=[C:15]([S:22][CH3:23])[N:14]=1)[CH2:9][CH2:8]2 |f:1.2.3.4.5.6|. Procedure: A solution of 4-(7-methoxy-2,3-dihydro-1H-inden-1-ylamino)-2-(methylthio)pyrimidine-5-carboxylate (3.25 g, 9.04 mmol) in anhydrous tetrahydrofuran (30 mL) was added dropwise to a suspension of lithium aluminum hydride (0.54 g, 14.25 mmol) in anhydrous tetrahydrofuran (8 mL) at 0-5° C. The reaction mixture was allowed to slowly warm to room temperature and stirred for 18 h, then the mixture was cooled to 0-5° C. and quenched with water:tetrahydrofuran (15 mL:5 mL), followed by a 10% sodium hydrox...